The task is: describe an organic reaction: reactants, conditions, products, and yield. This data is from the Open Reaction Database (ORD), a public repository of structured organic reaction records. The reactants are NCC(=O)OC(C)(C)C (t-butyl 2-aminoacetate), C(C1=CC=CC=C1)(=O)C1=CC=CC=C1 (benzophenone), CC1=CC=C(C=C1)S(=O)(=O)O (4-methylbenzenesulfonic acid). Run in C1(=CC=CC=C1)C (toluene). Reaction conditions: temperature 15 celsius. Product: C1(=CC=CC=C1)C(C1=CC=CC=C1)=NCC(=O)OC(C)(C)C (t-butyl 2-(diphenylmethyleneamino)acetate). Isolated yield 48.8%. Reaction SMILES: [NH2:1][CH2:2][C:3]([O:5][C:6]([CH3:9])([CH3:8])[CH3:7])=[O:4].[C:10]([C:18]1[CH:23]=[CH:22][CH:21]=[CH:20][CH:19]=1)(=O)[C:11]1[CH:16]=[CH:15][CH:14]=[CH:13][CH:12]=1.CC1C=CC(S(O)(=O)=O)=CC=1>C1(C)C=CC=CC=1>[C:11]1([C:10](=[N:1][CH2:2][C:3]([O:5][C:6]([CH3:9])([CH3:8])[CH3:7])=[O:4])[C:18]2[CH:19]=[CH:20][CH:21]=[CH:22][CH:23]=2)[CH:16]=[CH:15][CH:14]=[CH:13][CH:12]=1. Procedure: A solution of t-butyl 2-aminoacetate (113.7 g, 866.8 mmol, 1.0 equiv) in toluene (1000 mL) was combined with benzophenone (157.9 g, 866.5 mmol, 1.0 equiv) and 4-methylbenzenesulfonic acid (14.9 g, 86.5 mmol, 0.1 equiv). The resulting solution was heated to reflux overnight. The mixture was then concentrated in vacuo to 600 mL. The mixture was cooled to 15° C. with a water/ice bath. The product precipitated and the solids were collected by filtration. The solids was washed with petroleum ether (5... The reactants are CC1=CC=C(CON=C(N)C=2N=CN(C2N)[C@H]2[C@H](O)[C@H](O)[C@H](O2)CO)C=C1 (5-amino-1-β-D-ribofuranosylimidazole-4-carboxamide O-(p-methylbenzyl)-oxime), C(=S)=S (carbon disulfide), crude product. Run in [OH-].[Na+] (sodium hydroxide), CO (methanol), N (ammonia). Product: C1=NC2=C(NC(=S)N=C2N1[C@H]3[C@@H]([C@@H]([C@H](O3)CO)O)O)N (2-thioadenosine). The yield is 72.0%. As a reaction SMILES: CC1C=CC(CO[N:8]=[C:9]([C:11]2[N:12]=[CH:13][N:14]([C@@H:17]3[O:23][C@H:22]([CH2:24][OH:25])[C@@H:20]([OH:21])[C@H:18]3[OH:19])[C:15]=2[NH2:16])[NH2:10])=CC=1.[C:28](=S)=[S:29]>[OH-].[Na+].CO.N>[CH:13]1[N:14]([C@@H:17]2[O:23][C@H:22]([CH2:24][OH:25])[C@@H:20]([OH:21])[C@H:18]2[OH:19])[C:15]2[C:11](=[C:9]([NH2:10])[NH:8][C:28]([N:16]=2)=[S:29])[N:12]=1 |f:2.3|. Procedure details: 0.45 g of 5-amino-1-β-D-ribofuranosylimidazole-4-carboxamide O-(p-methylbenzyl)-oxime was dissolved in a mixture of 0.30g of sodium hydroxide, 5 ml of methanol and 0.5 ml of carbon disulfide, and the resulting mixture was allowed to react in an autoclave at 130° C for 4 hours under autogenous pressure (about 10 Kg/cm2). The reaction mixture was concentrated to dryness, and the residue was dissolved in water. The resulting aqueous solution was adjusted to a pH of 2 with hydrochloric acid, and the... Starting materials: C[Si](C)(C)c1nccs1, ClCCl, O=C(Cl)c1ccc(F)cc1. The product is O=C(c1ccc(F)cc1)c1nccs1. Reaction SMILES: [CH3:11][Si:12]([c:13]1[s:14][cH:15][cH:16][n:17]1)([CH3:18])[CH3:19].[Cl:20][CH2:21][Cl:22].[F:1][c:2]1[cH:3][cH:4][c:5]([C:6](=[O:7])[Cl:8])[cH:9][cH:10]1>>[F:1][c:2]1[cH:3][cH:4][c:5]([C:6](=[O:7])[c:13]2[s:14][cH:15][cH:16][n:17]2)[cH:9][cH:10]1.